This data is from the Open Reaction Database (ORD), a public repository of structured organic reaction records. The task is: describe an organic reaction: reactants, conditions, products, and yield Starting materials: FCCBr, O=C([O-])[O-], CC(C)(C)OC(=O)N1CCCNCC1, [K+], [K+], C1CCOC1. Product: CC(C)(C)OC(=O)N1CCCN(CCF)CC1. As a reaction SMILES: [Br:15][CH2:16][CH2:17][F:18].[C:19](=[O:20])([O-:21])[O-:22].[C:1]([CH3:2])([CH3:3])([CH3:4])[O:5][C:6](=[O:7])[N:8]1[CH2:9][CH2:10][NH:11][CH2:12][CH2:13][CH2:14]1.[K+:23].[K+:24].[O:25]1[CH2:26][CH2:27][CH2:28][CH2:29]1>>[C:1]([CH3:2])([CH3:3])([CH3:4])[O:5][C:6](=[O:7])[N:8]1[CH2:9][CH2:10][N:11]([CH2:16][CH2:17][F:18])[CH2:12][CH2:13][CH2:14]1. Starting materials: CN(C=O)C (N,N-Dimethylformamide), COC=1C=C2C(=CC=NC2=CC1O)OC=1C(=NC2=CC=CC=C2C1)C (6-Methoxy-4-(2-methyl-quinolin-3-yloxy)-quinolin-7-ol), COC=1C=C2C(=CC=NC2=CC1O)OC=1C(=NC2=CC=CC=C2C1)C (6-Methoxy-4-(2-methyl-quinolin-3-yloxy)-quinolin-7-ol), C([O-])([O-])=O.[K+].[K+] (potassium carbonate), C(Cl)[C@H]1CO1 ((R)-epichlorohydrin). Solvent: O (water). Run at temperature 70 celsius, time 8 hour. Yields the product COC=1C=C2C(=CC=NC2=CC1OC[C@@H](CO)O)OC=1C(=NC2=CC=CC=C2C1)C ((R)-3-[6-Methoxy-4-(2-methyl-quinolin-3-yloxy)-quinolin-7-yloxy]-propane-1,2-diol). Isolated yield 76.0%. As a reaction SMILES: CN(C)C=[O:4].[CH3:6][O:7][C:8]1[CH:9]=[C:10]2[C:15](=[CH:16][C:17]=1[OH:18])[N:14]=[CH:13][CH:12]=[C:11]2[O:19][C:20]1[C:21]([CH3:30])=[N:22][C:23]2[C:28]([CH:29]=1)=[CH:27][CH:26]=[CH:25][CH:24]=2.C(=O)([O-])[O-].[K+].[K+].[CH2:37]([C@@H:39]1[O:41][CH2:40]1)Cl>O>[CH3:6][O:7][C:8]1[CH:9]=[C:10]2[C:15](=[CH:16][C:17]=1[O:18][CH2:37][C@H:39]([OH:41])[CH2:40][OH:4])[N:14]=[CH:13][CH:12]=[C:11]2[O:19][C:20]1[C:21]([CH3:30])=[N:22][C:23]2[C:28]([CH:29]=1)=[CH:27][CH:26]=[CH:25][CH:24]=2 |f:2.3.4|. Procedure details: N,N-Dimethylformamide (3 ml) was added to 6-methoxy-4-(2-methyl-quinolin-3-yloxy)-quinolin-7-ol (compound 352) (100 mg), potassium carbonate (125 mg), and (R)-epichlorohydrin (124 mg), and the mixture was stirred at 70° C. overnight. The reaction solution was cooled to room temperature, water was added to the reaction solution, and the mixture was extracted with ethyl acetate. The ethyl acetate layer was washed with water and was then dried over anhydrous sodium sulfate, and the solvent was remo... Product: CCc1nn2ccccc2c1NCC1CCOCC1, Cl. Reaction SMILES: [C:27]([O:28][CH2:29][CH3:30])(=[O:31])[CH3:32].[CH2:1]([CH3:2])[c:3]1[n:4][n:5]2[c:6]([cH:7][cH:8][cH:9][cH:10]2)[c:11]1[N:12]([C:13](=[O:14])[O:15][C:16]([CH3:17])([CH3:18])[CH3:19])[CH2:20][CH:21]1[CH2:22][CH2:23][O:24][CH2:25][CH2:26]1.[CH3:34][O:35][CH2:36][CH2:37][O:38][CH3:39].[ClH:33]>>[CH2:1]([CH3:2])[c:3]1[n:4][n:5]2[c:6]([cH:7][cH:8][cH:9][cH:10]2)[c:11]1[NH:12][CH2:20][CH:21]1[CH2:22][CH2:23][O:24][CH2:25][CH2:26]1.[ClH:33]. The reactants are CCOC(C)=O, CCc1nn2ccccc2c1N(CC1CCOCC1)C(=O)OC(C)(C)C, COCCOC, Cl. Isolated yield 18.7%. Run in C1CCOC1 (THF). Procedure: The solution of commercial 4,5-dichloro-1,2-phenylenediamine (0.38 g) and 3-phenylglutaric anhydride (0.4 g) in THF (1 ml) was heated shortly and kept at rt for 0.5 h. The solvent was removed in vacuo and the residue redissolved in acetic acid (3 ml). The dark solution was heated to reflux overnight. Then all volatiles were removed in vacuo and the residue was heated with ethanol (5 ml). After reccoling to rt the precipitate was collected by filtration, washed with ethanol, and dried to give a c... Reactants: ClC1=CC(=C(C=C1Cl)N)N (4,5-dichloro-1,2-phenylenediamine), C1(=CC=CC=C1)C1CC(=O)OC(C1)=O (3-phenylglutaric anhydride), CC(=O)C (acetone). Conditions: time 0.5 hour. The product is ClC1=CC2=C(N3C(=N2)CC(CC3=O)C3=CC=CC=C3)C=C1Cl (7,8-dichloro-3-phenyl-3,4-dihydropyrido[1,2-a]benzimidazol-1(2H)-one). As a reaction SMILES: [Cl:1][C:2]1[C:7]([Cl:8])=[CH:6][C:5]([NH2:9])=[C:4]([NH2:10])[CH:3]=1.[C:11]1([CH:17]2[CH2:23][C:22](=O)O[C:19](=[O:20])[CH2:18]2)[CH:16]=[CH:15][CH:14]=[CH:13][CH:12]=1.CC(C)=O>C1COCC1>[Cl:1][C:2]1[C:7]([Cl:8])=[CH:6][C:5]2[N:9]3[C:19](=[O:20])[CH2:18][CH:17]([C:11]4[CH:16]=[CH:15][CH:14]=[CH:13][CH:12]=4)[CH2:23][C:22]3=[N:10][C:4]=2[CH:3]=1.